This data is from the Open Reaction Database (ORD), a public repository of structured organic reaction records. The task is: describe an organic reaction: reactants, conditions, products, and yield Reactants: C1(=CC=CC=C1)C(N1C=2N(CCC1)N=CC2CN)(C2=CC=CC=C2)C2=CC=CC=C2 (1-(4-triphenylmethyl-4,5,6,7-tetrahydropyrazolo[1,5-a]pyrimidin-3-yl)methylamine), C(=O)OCC (ethyl formate). Conditions: temperature 50 celsius, time 16 hour. Product: N1=CC(=C2N1CCCN2)CNC=O (N-[(4,5,6,7-tetrahydropyrazolo[1,5-a]pyrimidin-3-yl)methyl]formamide). RXN SMILES: C1(C(C2C=CC=CC=2)(C2C=CC=CC=2)[N:8]2[CH2:13][CH2:12][CH2:11][N:10]3[N:14]=[CH:15][C:16]([CH2:17][NH2:18])=[C:9]23)C=CC=CC=1.[CH:31](OCC)=[O:32]>>[N:14]1[N:10]2[CH2:11][CH2:12][CH2:13][NH:8][C:9]2=[C:16]([CH2:17][NH:18][CH:31]=[O:32])[CH:15]=1. Reported procedure: A suspension of 1-(4-triphenylmethyl-4,5,6,7-tetrahydropyrazolo[1,5-a]pyrimidin-3-yl)methylamine (8.4 g) in ethyl formate (30 ml) was stirred at 50° C. for 16 hours. After evaporation of the solvent in vacuo, the residue was triturated with ethyl acetate and dried in vacuo to give N-[(4,5,6,7-tetrahydropyrazolo[1,5-a]pyrimidin-3-yl)methyl]formamide (3.0 g) as a solid. Reactants: COC(=O)C1=NC=CN=C1N (3-Aminopyrazine-2-carboxylic acid methyl ester), CC1(OC(=CC(O1)=O)C)C (2,2,6-trimethyl-[1,3]dioxin-4-one). Yields the product COC(=O)C1=NC=CN=C1NC(CC(C)=O)=O (3-(3-oxo-butyrylamino)-pyrazine-2-carboxylic acid methyl ester). RXN SMILES: [CH3:1][O:2][C:3]([C:5]1[C:10]([NH2:11])=[N:9][CH:8]=[CH:7][N:6]=1)=[O:4].CC1(C)[O:18][C:17](=O)[CH:16]=[C:15]([CH3:20])[O:14]1>>[CH3:1][O:2][C:3]([C:5]1[C:10]([NH:11][C:17](=[O:18])[CH2:16][C:15](=[O:14])[CH3:20])=[N:9][CH:8]=[CH:7][N:6]=1)=[O:4]. Procedure details: 3-Aminopyrazine-2-carboxylic acid methyl ester (12 g) and 2,2,6-trimethyl-[1,3]dioxin-4-one (15.6 ml) were heated to reflux for 6 hours. The reaction mixture was concentrated. The residue was purified by column chromatography on silica gel (eluent: ethyl acetate/hexane 4:1, then ethyl acetate) to give 3-(3-oxo-butyrylamino)-pyrazine-2-carboxylic acid methyl ester as a beige solid (15 g). 1H-NMR (400 MHz, CDCl3): 2.33 (s, 3H), 3.91 (s, 2H), 4.05 (s, 3H), 8.40 (d, 1H), 8.51 (d, 1H), 10.06 (s, 1H) ... Starting materials: CCO, CCOC(=O)CC1CCC(CN(CC)c2ccc(OC(F)(F)F)cc2CN2C(=O)OC(c3cc(C(F)(F)F)cc(C(F)(F)F)c3)C2C)CC1, [K+], [OH-]. Yields the product CCN(CC1CCC(CC(=O)O)CC1)c1ccc(OC(F)(F)F)cc1CN1C(=O)OC(c2cc(C(F)(F)F)cc(C(F)(F)F)c2)C1C. As a reaction SMILES: [CH3:52][CH2:53][OH:54].[F:1][C:2]([c:3]1[cH:4][c:5]([CH:13]2[CH:14]([CH3:47])[N:15]([CH2:19][c:20]3[c:21]([N:31]([CH2:32][CH3:33])[CH2:34][CH:35]4[CH2:36][CH2:37][CH:38]([CH2:41][C:42](=[O:43])[O:44][CH2:45][CH3:46])[CH2:39][CH2:40]4)[cH:22][cH:23][c:24]([O:26][C:27]([F:28])([F:29])[F:30])[cH:25]3)[C:16](=[O:18])[O:17]2)[cH:6][c:7]([C:9]([F:10])([F:11])[F:12])[cH:8]1)([F:48])[F:49].[K+:51].[OH-:50]>>[F:1][C:2]([c:3]1[cH:4][c:5]([CH:13]2[CH:14]([CH3:47])[N:15]([CH2:19][c:20]3[c:21]([N:31]([CH2:32][CH3:33])[CH2:34][CH:35]4[CH2:36][CH2:37][CH:38]([CH2:41][C:42](=[O:43])[OH:44])[CH2:39][CH2:40]4)[cH:22][cH:23][c:24]([O:26][C:27]([F:28])([F:29])[F:30])[cH:25]3)[C:16](=[O:18])[O:17]2)[cH:6][c:7]([C:9]([F:10])([F:11])[F:12])[cH:8]1)([F:48])[F:49]. The reactants are CCOCC (ether), C(C)C1C(CCCC1)O (2-Ethylcyclohexanol), CC(=O)C (acetone), C(C)(C)O (Isopropanol). Run in CC(=O)C.OS(=O)(=O)O.O=[Cr](=O)=O (Jones reagent). The product is C(C)C1C(CCCC1)=O (2-ethylcyclohexanone). Isolated yield 91.3%. RXN SMILES: [CH2:1]([CH:3]1[CH2:8][CH2:7][CH2:6][CH2:5][CH:4]1[OH:9])[CH3:2].CC(C)=O.C(O)(C)C.CCOCC>CC(C)=O.OS(O)(=O)=O.O=[Cr](=O)=O>[CH2:1]([CH:3]1[CH2:8][CH2:7][CH2:6][CH2:5][C:4]1=[O:9])[CH3:2] |f:4.5.6|. Procedure: 2-Ethylcyclohexanol (1.6 moles, 204 g, 226 mL) was stirred in 3.21 of acetone at 0° C. and treated with 8N Jones reagent (prepared from 106.8 g of CrO3 suspended in 92 mL of concentrated sulfuric acid and diluted to 400 mL with water) until the orange color persisted (~430 mL). Isopropanol was then added to turn the solution green again after which it was poured into 2 l of ether. The product was washed with 6×500 ml of brine, dired over MgSO4 and stripped of solvent. Short path distillation (b.... Starting materials: CC1(CCCC(N1[O])(C)C)C (2,2,6,6-tetramethylpiperidine 1-oxyl), ClN1C(N(C(N(C1=O)Cl)=O)Cl)=O (trichloroisocyanuric acid), CC(C)OC=1C=CC(=NC1)CO ([5-(1-Methylethoxy)pyridin-2-yl]methanol). Run in CC(=O)C (acetone). Reaction conditions: temperature 0 celsius, time 5 minute. Product: CC(C)OC=1C=CC(=NC1)C=O (5-(1-methylethoxy)-picolinaldehyde). Yield: 76.4%. RXN SMILES: [CH3:1][CH:2]([O:4][C:5]1[CH:6]=[CH:7][C:8]([CH2:11][OH:12])=[N:9][CH:10]=1)[CH3:3].CC1(C)N([O])C(C)(C)CCC1.ClN1C(=O)N(Cl)C(=O)N(Cl)C1=O>CC(C)=O>[CH3:3][CH:2]([O:4][C:5]1[CH:6]=[CH:7][C:8]([CH:11]=[O:12])=[N:9][CH:10]=1)[CH3:1] |^1:16|. Procedure: [5-(1-Methylethoxy)pyridin-2-yl]methanol (30 mg, 0.198 mmol) was dissolved in acetone (2.0 mL), added 2,2,6,6-tetramethylpiperidine 1-oxyl (3.1 mg, 0.020 mmol) and trichloroisocyanuric acid (50 mg, 0.218 mmol) under ice-cold conditions, and the mixture was stirred at 0° C. for 5 minutes. The reaction solution was concentrated in vacuo, and the reaction solution was added an aqueous solution of sodium hydrogen carbonate, and extracted with ethyl acetate. The organic layer was washed with brine, d... Starting materials: O=C([O-])O, CCOC(C)=O, NC(Cc1ccc(C(F)(F)F)cc1)C(O)c1ccccc1, [Na+], O, O=C(Cl)CCc1ccccc1. Yields the product O=C(CCc1ccccc1)NC(Cc1ccc(C(F)(F)F)cc1)C(O)c1ccccc1. Reaction SMILES: [C:33](=[O:34])([O-:35])[OH:36].[CH3:38][CH2:39][O:40][C:41](=[O:42])[CH3:43].[NH2:1][CH:2]([CH:3]([OH:4])[c:5]1[cH:6][cH:7][cH:8][cH:9][cH:10]1)[CH2:11][c:12]1[cH:13][cH:14][c:15]([C:18]([F:19])([F:20])[F:21])[cH:16][cH:17]1.[Na+:37].[OH2:44].[c:22]1([CH2:28][CH2:29][C:30](=[O:31])[Cl:32])[cH:23][cH:24][cH:25][cH:26][cH:27]1>>[NH:1]([CH:2]([CH:3]([OH:4])[c:5]1[cH:6][cH:7][cH:8][cH:9][cH:10]1)[CH2:11][c:12]1[cH:13][cH:14][c:15]([C:18]([F:19])([F:20])[F:21])[cH:16][cH:17]1)[C:30]([CH2:29][CH2:28][c:22]1[cH:23][cH:24][cH:25][cH:26][cH:27]1)=[O:31].